Dataset: the Open Reaction Database (ORD), a public repository of structured organic reaction records. Task: describe an organic reaction: reactants, conditions, products, and yield The reactants are Cl.ClC1=CC=C(C=C1)CN(N)C1=CC=C(C=C1)OC (1-[(4-chlorophenyl)methyl]-1-(4-methoxyphenyl)hydrazine hydrochloride), CC(CC(=O)O)CC(CC)=O (3-methyl-5-oxoheptanoic acid). The solvent is C(C)(C)O (isopropanol). The product is CC(CC(=O)O)CC=1N(C2=CC=C(C=C2C1C)OC)CC1=CC=C(C=C1)Cl (3-Methyl-4-[1-p-chlorobenzyl-5-methoxy-3-methylindol-2-yl]butanoic acid). As a reaction SMILES: Cl.[Cl:2][C:3]1[CH:8]=[CH:7][C:6]([CH2:9][N:10]([C:12]2[CH:17]=[CH:16][C:15]([O:18][CH3:19])=[CH:14][CH:13]=2)N)=[CH:5][CH:4]=1.[CH3:20][CH:21]([CH2:26][C:27](=O)[CH2:28][CH3:29])[CH2:22][C:23]([OH:25])=[O:24]>C(O)(C)C>[CH3:20][CH:21]([CH2:26][C:27]1[N:10]([CH2:9][C:6]2[CH:7]=[CH:8][C:3]([Cl:2])=[CH:4][CH:5]=2)[C:12]2[C:17]([C:28]=1[CH3:29])=[CH:16][C:15]([O:18][CH3:19])=[CH:14][CH:13]=2)[CH2:22][C:23]([OH:25])=[O:24] |f:0.1|. Reported procedure: Following the method of Example 2, but using 1-[(4-chlorophenyl)methyl]-1-(4-methoxyphenyl)hydrazine hydrochloride and 3-methyl-5-oxoheptanoic acid as the starting materials and isopropanol as the solvent, the title compound was prepared. Reactants: C(C)[Mg]Br (Ethylmagnesium bromide), CC1=CC=C2C(=N1)NC=C2 (6-methyl-1H-pyrrolo[2,3-b]pyridine), COC=1C=C(C(=O)Cl)C=C(C1OC)OC (3,4,5-trimethoxybenzoyl chloride), [Cl-].[Al+3].[Cl-].[Cl-] (aluminum chloride). Reagents/catalysts: [Cl-].[Zn+2].[Cl-] (zinc chloride). Solvent: C(Cl)Cl (CH2Cl2), C(Cl)Cl (CH2Cl2). Run at time 1 hour. The product is CC1=CC=C2C(=N1)NC=C2C(=O)C2=CC(=C(C(=C2)OC)OC)OC ((6-methyl-1H-pyrrolo[2,3-b]pyridin-3-yl)-(3,4,5-trimethoxy-phenyl)-methanone). The yield is 47.4%. Reaction SMILES: C([Mg]Br)C.[CH3:5][C:6]1[N:11]=[C:10]2[NH:12][CH:13]=[CH:14][C:9]2=[CH:8][CH:7]=1.[CH3:15][O:16][C:17]1[CH:18]=[C:19]([CH:23]=[C:24]([O:28][CH3:29])[C:25]=1[O:26][CH3:27])[C:20](Cl)=[O:21].[Cl-].[Al+3].[Cl-].[Cl-]>C(Cl)Cl.[Cl-].[Zn+2].[Cl-]>[CH3:5][C:6]1[N:11]=[C:10]2[NH:12][CH:13]=[C:14]([C:20]([C:19]3[CH:23]=[C:24]([O:28][CH3:29])[C:25]([O:26][CH3:27])=[C:17]([O:16][CH3:15])[CH:18]=3)=[O:21])[C:9]2=[CH:8][CH:7]=1 |f:3.4.5.6,8.9.10|. Procedure: Ethylmagnesium bromide (3.0 M solution in diethyl ether, 0.43 mL) was added to a mixture of 6-methyl-1H-pyrrolo[2,3-b]pyridine (0.127 g, 0.969 mmol) and anhydrous zinc chloride (0.263 g, 1.94 mmol) in dry CH2Cl2 (20 mL) over 10 min at room temperature. The suspension was stirred for 1 h and then a solution of 3,4,5-trimethoxybenzoyl chloride (0.335 g, 1.45 mmol) in dry CH2Cl2 (10 mL) was added dropwise over 5 min. After 1 h, aluminum chloride (0.129 g, 0.969 mmol) was added. The resulting thick ... The reactants are CC1([C@@]2(C(C[C@H]1CC2)=O)CS(=O)(=O)O)C (((1S,4R)-7,7-dimethyl-2-oxobicyclo[2.2.1]heptan-1-yl)methanesulfonic acid), NC=1C(NC(=CC1)C1(CC1)C1=CC=CC=C1)=S (3-amino-6-(1-phenylcyclopropyl)pyridine-2(1H)-thione), ClC(=O)C1=C(C=C(C(=O)OC)C=C1)[N+](=O)[O-] (methyl 4-(chlorocarbonyl)-3-nitrobenzoate), O (water). Solvent: C1(=CC=CC=C1)C (toluene), C1(=CC=CC=C1)C (toluene), CCOC(=O)C (EtOAc). Conditions: temperature 120 celsius, time 30 minute. Product: [N+](=O)([O-])C=1C=C(C(=O)OC)C=CC1C=1SC2=NC(=CC=C2N1)C1(CC1)C1=CC=CC=C1 (methyl 3-nitro-4-(5-(1-phenylcyclopropyl)thiazolo[5,4-b]pyridine-2-yl)benzoate). RXN SMILES: [NH2:1][C:2]1[C:3](=[S:17])[NH:4][C:5]([C:8]2([C:11]3[CH:16]=[CH:15][CH:14]=[CH:13][CH:12]=3)[CH2:10][CH2:9]2)=[CH:6][CH:7]=1.Cl[C:19]([C:21]1[CH:30]=[CH:29][C:24]([C:25]([O:27][CH3:28])=[O:26])=[CH:23][C:22]=1[N+:31]([O-:33])=[O:32])=O.O.CC1(C)[C@@H]2CC[C@@]1(CS(O)(=O)=O)C(=O)C2>C1(C)C=CC=CC=1.CCOC(C)=O>[N+:31]([C:22]1[CH:23]=[C:24]([CH:29]=[CH:30][C:21]=1[C:19]1[S:17][C:3]2[C:2]([N:1]=1)=[CH:7][CH:6]=[C:5]([C:8]1([C:11]3[CH:16]=[CH:15][CH:14]=[CH:13][CH:12]=3)[CH2:10][CH2:9]1)[N:4]=2)[C:25]([O:27][CH3:28])=[O:26])([O-:33])=[O:32]. Reported procedure: A slurry of 3-amino-6-(1-phenylcyclopropyl)pyridine-2(1H)-thione (1.00 g, 4.13 mmol) and methyl 4-(chlorocarbonyl)-3-nitrobenzoate (1.11 g, 4.54 mmol) in 10 mL toluene was heated under nitrogen with a water cooled reflux condenser was heated in a 120° C. oil bath. After bubbling had subsided, ((1S,4R)-7,7-dimethyl-2-oxobicyclo[2.2.1]heptan-1-yl)methanesulfonic acid (0.479 g, 2.06 mmol) was added through the condenser and heating continued for 30 min. The slurry was treated with 5 mL toluene to a... Starting materials: C=CCN, CCO, Clc1cc(Cl)c(Cl)nn1. The product is C=CCNc1cc(Cl)nnc1Cl. Reaction SMILES: [CH2:10]([CH:11]=[CH2:12])[NH2:13].[CH3:14][CH2:15][OH:16].[Cl:1][c:2]1[n:3][n:4][c:5]([Cl:9])[cH:6][c:7]1[Cl:8]>>[Cl:1][c:2]1[n:3][n:4][c:5]([Cl:9])[cH:6][c:7]1[NH:13][CH2:10][CH:11]=[CH2:12]. Starting materials: CCOC(=O)C=CCC1CCCC(OCc2nc(-c3cccc(OC)c3)oc2C)C1, CO, [H][H]. Yields the product CCOC(=O)CCCC1CCCC(OCc2nc(-c3cccc(OC)c3)oc2C)C1. Reaction SMILES: [CH3:1][O:2][c:3]1[cH:4][c:5](-[c:9]2[o:10][c:11]([CH3:30])[c:12]([CH2:14][O:15][CH:16]3[CH2:17][CH:18]([CH2:22][CH:23]=[CH:24][C:25](=[O:26])[O:27][CH2:28][CH3:29])[CH2:19][CH2:20][CH2:21]3)[n:13]2)[cH:6][cH:7][cH:8]1.[CH3:33][OH:34].[H:31][H:32]>>[CH3:1][O:2][c:3]1[cH:4][c:5](-[c:9]2[o:10][c:11]([CH3:30])[c:12]([CH2:14][O:15][CH:16]3[CH2:17][CH:18]([CH2:22][CH2:23][CH2:24][C:25](=[O:26])[O:27][CH2:28][CH3:29])[CH2:19][CH2:20][CH2:21]3)[n:13]2)[cH:6][cH:7][cH:8]1.